Dataset: the Open Reaction Database (ORD), a public repository of structured organic reaction records. Task: describe an organic reaction: reactants, conditions, products, and yield Starting materials: NC1=CC=C2C3(C(N(C2=C1)C1CC1)=O)CC3 (6′-amino-1′-cyclopropylspiro[cyclopropane-1,3′-indolin]-2′-one), C(C1=CC=NC=C1)(=O)O (isonicotinic acid). Yields the product C1(CC1)N1C(C2(C3=CC=C(C=C13)NC(C1=CC=NC=C1)=O)CC2)=O (N-(1′-Cyclopropyl-2′-oxospiro[cyclopropane-1,3′-indoline]-6′-yl)isonicotinamide). As a reaction SMILES: [NH2:1][C:2]1[CH:10]=[C:9]2[C:5]([C:6]3([CH2:16][CH2:15]3)[C:7](=[O:14])[N:8]2[CH:11]2[CH2:13][CH2:12]2)=[CH:4][CH:3]=1.[C:17](O)(=[O:24])[C:18]1[CH:23]=[CH:22][N:21]=[CH:20][CH:19]=1>>[CH:11]1([N:8]2[C:9]3[C:5](=[CH:4][CH:3]=[C:2]([NH:1][C:17](=[O:24])[C:18]4[CH:23]=[CH:22][N:21]=[CH:20][CH:19]=4)[CH:10]=3)[C:6]3([CH2:16][CH2:15]3)[C:7]2=[O:14])[CH2:12][CH2:13]1. Procedure: Prepared in analogy to example 26 from 6′-amino-1′-cyclopropylspiro[cyclopropane-1,3′-indolin]-2′-one and isonicotinic acid. The title compound was obtained as light yellow crystals. Reactants: BrC1=CC2=C(OCC(N2C)=O)N=C1C1=CC=C(C=C1)C1(CCC1)NC(OC(C)(C)C)=O (tert-butyl 1-(4-(7-bromo-1-methyl-2-oxo-2,3-dihydro-1H-pyrido[2,3-b][1,4]oxazin-6-yl)phenyl)cyclobutylcarbamate), FC1=CC=C(C=C1)B(O)O (4-fluorophenylboronic acid), C1(=CC=CC=C1)P(C1=CC=CC=C1)C1=CC=CC=C1 (triphenylphosphine), [F-].[Cs+] (cesium fluoride). The reagents and catalysts are C(C)(=O)[O-].[Pd+2].C(C)(=O)[O-] (palladium acetate). Run in COCCOC (1,2-dimethoxyethane). Reaction conditions: temperature 80 celsius. Product: FC1=CC=C(C=C1)C1=CC2=C(OCCN2C)N=C1C1=CC=C(C=C1)C1(CCC1)NC(OC(C)(C)C)=O (tert-butyl 1-(4-(7-(4-fluorophenyl)-1-methyl-2,3-dihydro-1H-pyrido[2,3-b][1,4]oxazin-6-yl)phenyl)cyclobutylcarbamate). Yield: 23.1%. Reaction SMILES: Br[C:2]1[C:13]([C:14]2[CH:19]=[CH:18][C:17]([C:20]3([NH:24][C:25](=[O:31])[O:26][C:27]([CH3:30])([CH3:29])[CH3:28])[CH2:23][CH2:22][CH2:21]3)=[CH:16][CH:15]=2)=[N:12][C:5]2[O:6][CH2:7][C:8](=O)[N:9]([CH3:10])[C:4]=2[CH:3]=1.[F:32][C:33]1[CH:38]=[CH:37][C:36](B(O)O)=[CH:35][CH:34]=1.C1(P(C2C=CC=CC=2)C2C=CC=CC=2)C=CC=CC=1.[F-].[Cs+]>COCCOC.C([O-])(=O)C.[Pd+2].C([O-])(=O)C>[F:32][C:33]1[CH:38]=[CH:37][C:36]([C:2]2[C:13]([C:14]3[CH:19]=[CH:18][C:17]([C:20]4([NH:24][C:25](=[O:31])[O:26][C:27]([CH3:30])([CH3:29])[CH3:28])[CH2:21][CH2:22][CH2:23]4)=[CH:16][CH:15]=3)=[N:12][C:5]3[O:6][CH2:7][CH2:8][N:9]([CH3:10])[C:4]=3[CH:3]=2)=[CH:35][CH:34]=1 |f:3.4,6.7.8|. Procedure details: In a sealed tube was added tert-butyl 1-(4-(7-bromo-1-methyl-2-oxo-2,3-dihydro-1H-pyrido[2,3-b][1,4]oxazin-6-yl)phenyl)cyclobutylcarbamate (82 mg, 0.168 mmol), 4-fluorophenylboronic acid (35.2 mg, 0.252 mmol), triphenylphosphine (13.21 mg, 0.05 mmol) and cesium fluoride (128 mg, 0.84 mmol) in 1,2-dimethoxyethane (2 ml). The reaction mixture was degassed by bubbling nitrogen for 10 min and palladium acetate (5.65 mg, 0.025 mmol) was added and the mixture was heated at 80° C. overnight. The reacti... Reactants: N1=C(C=NC=C1)NC=1SC=C(N1)C=1C=C(C#N)C=CC1 (3-[2-(Pyrazin-2-ylamino)-thiazol-4-yl]-benzonitrile), O (Water), C([O-])([O-])=O.[K+].[K+] (potassium carbonate), BrBr (bromine), resultant suspension. Solvent: C(C)(=O)O (acetic acid). Yields the product BrS1C(=NC(=C1)C=1C=C(C#N)C=CC1)NC1=NC=CN=C1 (3-[S-bromo-2-(pyrazin-2-ylamino)-thiazol-4-yl]-benzonitrile). As a reaction SMILES: [N:1]1[CH:6]=[CH:5][N:4]=[CH:3][C:2]=1[NH:7][C:8]1[S:9][CH:10]=[C:11]([C:13]2[CH:14]=[C:15]([CH:18]=[CH:19][CH:20]=2)[C:16]#[N:17])[N:12]=1.[Br:21]Br.O.C(=O)([O-])[O-].[K+].[K+]>C(O)(=O)C>[Br:21][SH:9]1[CH:10]=[C:11]([C:13]2[CH:14]=[C:15]([CH:18]=[CH:19][CH:20]=2)[C:16]#[N:17])[N:12]=[C:8]1[NH:7][C:2]1[CH:3]=[N:4][CH:5]=[CH:6][N:1]=1 |f:3.4.5|. Reported procedure: 3-[2-(Pyrazin-2-ylamino)-thiazol-4-yl]-benzonitrile (1.5 g, 5.36 mmol) is suspended in hot glacial acetic acid (10 ml) and bromine (0.275 ml) is added dropwise at room temperature with stirring. The resultant suspension is stirred at room temperature for 10 minutes. Water (ca. 100 ml) is added to the mixture, which is basified to pH 9 with solid potassium carbonate. The resulting precipitate is filtered and washed with water to yield 3-[S-bromo-2-(pyrazin-2-ylamino)-thiazol-4-yl]-benzonitrile, m... As a reaction SMILES: [C:8]([O:9][C:10](=[O:11])[NH:15][c:16]1[c:17]([CH3:24])[c:18]([O:22][CH3:23])[cH:19][cH:20][cH:21]1)([CH3:12])([CH3:13])[CH3:14].[Cl:25][CH2:26][Cl:27].[F:1][C:2]([F:3])([F:4])[C:5]([OH:6])=[O:7]>>[NH2:15][c:16]1[c:17]([CH3:24])[c:18]([O:22][CH3:23])[cH:19][cH:20][cH:21]1. Reactants: COc1cccc(NC(=O)OC(C)(C)C)c1C, ClCCl, O=C(O)C(F)(F)F. Yields the product COc1cccc(N)c1C. The reactants are CCOP(=O)(OCC)C(F)(F)c1cc2nc(C=O)ccc2cc1Br, O=CO, OO. The product is CCOP(=O)(OCC)C(F)(F)c1cc2nc(C(=O)O)ccc2cc1Br. Reaction SMILES: [CH2:1]([CH3:2])[O:3][P:4]([O:5][CH2:6][CH3:7])(=[O:8])[C:9]([F:10])([F:11])[c:12]1[c:13]([Br:24])[cH:14][c:15]2[cH:16][cH:17][c:18]([CH:22]=[O:23])[n:19][c:20]2[cH:21]1.[CH:27]([OH:28])=[O:29].[OH:25][OH:26]>>[CH2:1]([CH3:2])[O:3][P:4]([O:5][CH2:6][CH3:7])(=[O:8])[C:9]([F:10])([F:11])[c:12]1[c:13]([Br:24])[cH:14][c:15]2[cH:16][cH:17][c:18]([C:22](=[O:23])[OH:25])[n:19][c:20]2[cH:21]1. The reactants are CCO, Cl, CCOC(=O)c1ncn2c1C1CCN1C(=O)c1cc(F)ccc1-2. The product is O=C(O)c1ncn2c1C1CCN1C(=O)c1cc(F)ccc1-2. RXN SMILES: [CH3:25][CH2:26][OH:27].[ClH:24].[F:1][c:2]1[cH:3][cH:4][c:5]2[c:6]([cH:23]1)[C:7](=[O:22])[N:8]1[CH:9]([c:10]3[n:11]-2[cH:12][n:13][c:14]3[C:15](=[O:16])[O:17][CH2:18][CH3:19])[CH2:20][CH2:21]1>>[F:1][c:2]1[cH:3][cH:4][c:5]2[c:6]([cH:23]1)[C:7](=[O:22])[N:8]1[CH:9]([c:10]3[n:11]-2[cH:12][n:13][c:14]3[C:15](=[O:16])[OH:17])[CH2:20][CH2:21]1. As a reaction SMILES: [CH3:16][O:17][CH2:18][CH2:19][O:20][c:21]1[cH:22][cH:23][cH:24][c:25]2[cH:26][c:27]3[cH:28][cH:29][cH:30][cH:31][c:32]3[cH:33][c:34]12.[CH3:1][N:2]([c:3]1[cH:4][cH:5][cH:6][cH:7][cH:8]1)[CH:9]=[O:10].[Cl:36][CH2:37][Cl:38].[OH2:35].[P:11]([Cl:12])([Cl:13])([Cl:14])=[O:15]>>[CH:9](=[O:10])[c:24]1[cH:23][cH:22][c:21]([O:20][CH2:19][CH2:18][O:17][CH3:16])[c:34]2[c:25]1[cH:26][c:27]1[cH:28][cH:29][cH:30][cH:31][c:32]1[cH:33]2. The product is COCCOc1ccc(C=O)c2cc3ccccc3cc12. The reactants are COCCOc1cccc2cc3ccccc3cc12, CN(C=O)c1ccccc1, ClCCl, O, O=P(Cl)(Cl)Cl. The reactants are ClCCl, COc1ccc2c(Cc3c(Cl)cncc3Cl)nncc2c1OC1CCCC1, O=C(OO)c1cccc(Cl)c1. The product is COc1ccc2c(Cc3c(Cl)cncc3Cl)n[n+]([O-])cc2c1OC1CCCC1. Reaction SMILES: [CH2:39]([Cl:40])[Cl:41].[CH:1]1([O:6][c:7]2[c:8]3[cH:9][n:10][n:11][c:12]([CH2:19][c:20]4[c:21]([Cl:27])[cH:22][n:23][cH:24][c:25]4[Cl:26])[c:13]3[cH:14][cH:15][c:16]2[O:17][CH3:18])[CH2:2][CH2:3][CH2:4][CH2:5]1.[Cl:28][c:29]1[cH:30][cH:31][cH:32][c:33]([C:34]([O:35][OH:37])=[O:36])[cH:38]1>>[CH:1]1([O:6][c:7]2[c:8]3[cH:9][n+:10]([O-:36])[n:11][c:12]([CH2:19][c:20]4[c:21]([Cl:27])[cH:22][n:23][cH:24][c:25]4[Cl:26])[c:13]3[cH:14][cH:15][c:16]2[O:17][CH3:18])[CH2:2][CH2:3][CH2:4][CH2:5]1.